From a dataset of the Open Reaction Database (ORD), a public repository of structured organic reaction records. describe an organic reaction: reactants, conditions, products, and yield Reactants: C1(CC1)C=1C(=CC2=C(C(=C(O2)C2=CC=C(C=C2)F)C(=O)NC)C1)N(S(=O)(=O)C)C1=CC(=C(C=C1)[N+](=O)[O-])C(F)(F)F (5-cyclopropyl-2-(4-fluorophenyl)-N-methyl-6-(N-(4-nitro-3-(trifluoromethyl)phenyl)methylsulfonamido)benzofuran-3-carboxamide). The reagents and catalysts are [Pd] (Pd/C). The solvent is CO (MeOH). Yields the product NC1=C(C=C(C=C1)N(S(=O)(=O)C)C1=CC2=C(C(=C(O2)C2=CC=C(C=C2)F)C(=O)NC)C=C1C1CC1)C(F)(F)F (6-(N-(4-amino-3-(trifluoromethyl)phenyl)methylsulfonamido)-5-cyclopropyl-2-(4-fluorophenyl)-N-methylbenzofuran-3-carboxamide). Isolated yield 100.2%. Reaction SMILES: [CH:1]1([C:4]2[C:5]([N:24]([C:29]3[CH:34]=[CH:33][C:32]([N+:35]([O-])=O)=[C:31]([C:38]([F:41])([F:40])[F:39])[CH:30]=3)[S:25]([CH3:28])(=[O:27])=[O:26])=[CH:6][C:7]3[O:11][C:10]([C:12]4[CH:17]=[CH:16][C:15]([F:18])=[CH:14][CH:13]=4)=[C:9]([C:19]([NH:21][CH3:22])=[O:20])[C:8]=3[CH:23]=2)[CH2:3][CH2:2]1>CO.[Pd]>[NH2:35][C:32]1[CH:33]=[CH:34][C:29]([N:24]([C:5]2[C:4]([CH:1]3[CH2:3][CH2:2]3)=[CH:23][C:8]3[C:9]([C:19]([NH:21][CH3:22])=[O:20])=[C:10]([C:12]4[CH:13]=[CH:14][C:15]([F:18])=[CH:16][CH:17]=4)[O:11][C:7]=3[CH:6]=2)[S:25]([CH3:28])(=[O:27])=[O:26])=[CH:30][C:31]=1[C:38]([F:41])([F:40])[F:39]. Procedure: A solution of 5-cyclopropyl-2-(4-fluorophenyl)-N-methyl-6-(N-(4-nitro-3-(trifluoromethyl)phenyl)methylsulfonamido)benzofuran-3-carboxamide (1.37 g, 2.31 mmol) and 10% Pd/C (catalytic) in MeOH (23 mL) was stirred under a hydrogen atmosphere (10 psi) for 1 h. The reaction mixture was filtered through celite, evaporated, and purified by silica gel chromatography (0-50% EtOAc/hexanes) to afford the title compound (1.3 g, quant.) as a white solid. LCMS (m/z, ES+)=562.3 (M+H+). The reactants are CC1(OB(OC1(C)C)B1OC(C(O1)(C)C)(C)C)C (4,4,4′,4′,5,5,5′,5′-octamethyl-2,2′-bi(1,3,2-dioxaborolane)), C(C)(=O)[O-].[K+] (potassium acetate), FC1=C(C(=CC=C1)F)N1N=CC=2C1=NC=CC2I (1-(2,6-difluorophenyl)-4-iodo-1H-pyrazolo[3,4-b]pyridine), C(Cl)Cl (CH2Cl2). The solvent is CS(=O)C (DMSO). Run at temperature 85 celsius. Product: FC1=C(C(=CC=C1)F)N1N=CC=2C1=NC=CC2B(O)O (1-(2,6-difluorophenyl)-1H-pyrazolo[3,4-b]pyridin-4-ylboronic acid). RXN SMILES: [F:1][C:2]1[CH:7]=[CH:6][CH:5]=[C:4]([F:8])[C:3]=1[N:9]1[C:13]2=[N:14][CH:15]=[CH:16][C:17](I)=[C:12]2[CH:11]=[N:10]1.CC1(C)C(C)(C)[O:23][B:22](B2OC(C)(C)C(C)(C)O2)[O:21]1.C([O-])(=O)C.[K+].C(Cl)Cl>CS(C)=O>[F:1][C:2]1[CH:7]=[CH:6][CH:5]=[C:4]([F:8])[C:3]=1[N:9]1[C:13]2=[N:14][CH:15]=[CH:16][C:17]([B:22]([OH:23])[OH:21])=[C:12]2[CH:11]=[N:10]1 |f:2.3|. Procedure: To a 48 mL pressure bottle containing Intermediate 74A (1.19 g, 3.24 mmol) was added 4,4,4′,4′,5,5,5′,5′-octamethyl-2,2′-bi(1,3,2-dioxaborolane) (1.35 g, 13.86 mmol), potassium acetate (1.36 g, 13.86 mmol), and anhydrous DMSO (12.5 mL). The reaction mixture was purged with argon and treated with PdCl2(dppf).CH2Cl2 (56 mg, 0.077 mmol). The reaction mixture was heated to 85° C. for 1 h, then at 105° C. for 1 h to give conversion to the desired product. LC/MS (Condition B): ret. T=2.7 min, (M+H)+ 2... Reactants: TEA, NC=1C=C(C#N)C=C(C1)[N+](=O)[O-] (3-amino-5-nitrobenzonitrile), CS(=O)(=O)Cl (methanesulfonyl chloride). Run in C(Cl)Cl (DCM), C(Cl)Cl (DCM). Run at time 60 minute. Yields the product C(#N)C=1C=C(C=C(C1)[N+](=O)[O-])N(S(=O)(=O)C)S(=O)(=O)C (N-(3-cyano-5-nitrophenyl)-N-(methylsulfonyl)methanesulfonamide). Yield: 76.8%. As a reaction SMILES: [NH2:1][C:2]1[CH:3]=[C:4]([CH:7]=[C:8]([N+:10]([O-:12])=[O:11])[CH:9]=1)[C:5]#[N:6].[CH3:13][S:14](Cl)(=[O:16])=[O:15]>C(Cl)Cl>[C:5]([C:4]1[CH:3]=[C:2]([N:1]([S:14]([CH3:13])(=[O:16])=[O:15])[S:14]([CH3:13])(=[O:16])=[O:15])[CH:9]=[C:8]([N+:10]([O-:12])=[O:11])[CH:7]=1)#[N:6]. Procedure details: To a suspension of 3-amino-5-nitrobenzonitrile (161 mg, 0.987 mmol) in DCM (8 mL) was added TEA (0.55 mL, 3.95 mmol), followed by methanesulfonyl chloride (0.165 mL, 2.12 mmol). The reaction mixture was stirred at room temperature for 60 min., then diluted with DCM, washed with H2O, dried over Na2SO4, and concentrated. The crude solid was triturated with DCM and isolated by filtration to give Intermediate 76A (242 mg, 76%) as a white solid. HPLC: Rt=1.198 min. (CHROMOLITH® column 4.6×50 mm eluti... The reactants are [OH-].[Na+] (NaOH), C(C)(=O)OC1=C(C=C(C=C1)N1CCN(CC1)C)Br (2-bromo-4-(4-methylpiperazin-1-yl)phenyl acetate), C(C)(=O)O (acetic acid). Solvent: CO (methanol). Product: BrC1=C(C=CC(=C1)N1CCN(CC1)C)O (2-bromo-4-(4-methylpiperazin-1-yl)phenol). As a reaction SMILES: C([O:4][C:5]1[CH:10]=[CH:9][C:8]([N:11]2[CH2:16][CH2:15][N:14]([CH3:17])[CH2:13][CH2:12]2)=[CH:7][C:6]=1[Br:18])(=O)C.[OH-].[Na+].C(O)(=O)C>CO>[Br:18][C:6]1[CH:7]=[C:8]([N:11]2[CH2:16][CH2:15][N:14]([CH3:17])[CH2:13][CH2:12]2)[CH:9]=[CH:10][C:5]=1[OH:4] |f:1.2|. Procedure: 2-bromo-4-(4-methylpiperazin-1-yl)phenyl acetate 280 mg (1.03 mmol) were dissolved in methanol and reacted with 2 ml of 1 N NaOH. After two hours the reaction was acidified with glacial acetic acid, evaporated and purified on silica with DCM/MeOH 9/1 0.4% 7M NH3 in MeOH. LC/MS (m/z): 273.2 [M+H]+, HPLC (254 nm) method 3 Rt 2.96 min. Reactants: Cl (hydrochloric acid), C(C1=CC=CC=C1)O[C@@H](C)[C@@H](CCC1=CC=CC2=CC=CC=C12)N1C=NC(=C1)C(=O)O (1-[(2S,3R)-2-benzyloxy-5-(1-naphthyl)-3-pentyl]imidazole-4-carboxylic acid), CS(=O)(=O)N (methanesulfonamide), Cl.C(C)N=C=NCCCN(C)C (1-ethyl-3-(3′-dimethylaminopropyl)carbodiimide hydrochloride). The reagents and catalysts are CN(C1=CC=NC=C1)C (4-dimethylaminopyridine). Solvent: O (water), C(C)(=O)OCC (Ethyl acetate), CN(C=O)C (N,N-dimethylformamide). Reaction conditions: time 3 day. Product: CS(=O)(=O)NC(=O)C=1N=CN(C1)[C@@H]([C@H](C)OCC1=CC=CC=C1)CCC1=CC=CC2=CC=CC=C12 (N-methylsulfonyl-1-[(2S,3R)-2-benzyloxy-5-(1-naphthyl)-3-pentyl]imidazole-4-carboxamide). Yield: 27.6%. Reaction SMILES: [CH2:1]([O:8][C@H:9]([C@H:11]([N:24]1[CH:28]=[C:27]([C:29](O)=[O:30])[N:26]=[CH:25]1)[CH2:12][CH2:13][C:14]1[C:23]2[C:18](=[CH:19][CH:20]=[CH:21][CH:22]=2)[CH:17]=[CH:16][CH:15]=1)[CH3:10])[C:2]1[CH:7]=[CH:6][CH:5]=[CH:4][CH:3]=1.[CH3:32][S:33]([NH2:36])(=[O:35])=[O:34].Cl.C(N=C=NCCCN(C)C)C.Cl>CN(C)C1C=CN=CC=1.CN(C)C=O.O.C(OCC)(=O)C>[CH3:32][S:33]([NH:36][C:29]([C:27]1[N:26]=[CH:25][N:24]([C@H:11]([CH2:12][CH2:13][C:14]2[C:23]3[C:18](=[CH:19][CH:20]=[CH:21][CH:22]=3)[CH:17]=[CH:16][CH:15]=2)[C@@H:9]([O:8][CH2:1][C:2]2[CH:7]=[CH:6][CH:5]=[CH:4][CH:3]=2)[CH3:10])[CH:28]=1)=[O:30])(=[O:35])=[O:34] |f:2.3|. Procedure details: A mixture of 1-[(2S,3R)-2-benzyloxy-5-(1-naphthyl)-3-pentyl]imidazole-4-carboxylic acid (obtained in Example 30)(55 mg), methanesulfonamide (12.7 mg), 4-dimethylaminopyridine (24.3 mg), and 1-ethyl-3-(3′-dimethylaminopropyl)carbodiimide hydrochloride (51.2 mg) in N,N-dimethylformamide (2 ml) was stirred at room temperature for three days. Ethyl acetate and water were added, and the whole was acidified to pH 3 with hydrochloric acid. The organic layer was dried and evaporated. The residue was pur...